From a dataset of the Open Reaction Database (ORD), a public repository of structured organic reaction records. describe an organic reaction: reactants, conditions, products, and yield Starting materials: Cl (Hydrochloric acid), FC(S(=O)(=O)OS(=O)(=O)C(F)(F)F)(F)F (Trifluoromethane sulfonic anhydride), N1=CC=CC=C1 (pyridine), C(C1=CC=CC=C1)OC1=CC=C2C(NC=NC2=C1)=S (7-benzyloxy-3,4-dihydroquinazolin-4-thione). Solvent: C(Cl)Cl (methylene chloride). The product is CSC1=NC=NC2=CC(=CC=C12)OS(=O)(=O)C(F)(F)F (4-(methylthio)-7-(trifluoromethanesulphonyloxy)quinazoline). The yield is 47.3%. As a reaction SMILES: FC(F)(F)S([O:6][S:7]([C:10]([F:13])([F:12])[F:11])(=[O:9])=[O:8])(=O)=O.N1C=CC=C[CH:17]=1.C(O[C:30]1[CH:39]=[C:38]2[C:33]([C:34](=[S:40])[NH:35][CH:36]=[N:37]2)=[CH:32][CH:31]=1)C1C=CC=CC=1.Cl>C(Cl)Cl>[CH3:17][S:40][C:34]1[C:33]2[C:38](=[CH:39][C:30]([O:6][S:7]([C:10]([F:11])([F:12])[F:13])(=[O:8])=[O:9])=[CH:31][CH:32]=2)[N:37]=[CH:36][N:35]=1. Procedure: Trifluoromethane sulfonic anhydride (0.96 ml, 5.73 mmol) and pyridine (0.46 ml, 5.73 mmol) were added to a solution of 7-benzyloxy-3,4-dihydroquinazolin-4-thione (1.0 g, 5.21 mmol) in methylene chloride (20 ml) at 0° C. for 1.5 hour. Hydrochloric acid (0.5 N) was then added to the mixture which was extracted with ethyl acetate. The organic phase was washed brine, dried over magnesium sulphate and the solvents were removed in vacuo. Purification by flash chromatography on silica gel, eluting with... Reactants: Cc1onc(-c2ccccc2)c1-c1cn2ccc(N)cc2n1, CCN(C(C)C)C(C)C, CN(C)C=O, O=C(O)Cc1cccnc1. Yields the product Cc1onc(-c2ccccc2)c1-c1cn2ccc(NC(=O)Cc3cccnc3)cc2n1. As a reaction SMILES: [CH3:1][c:2]1[c:3](-[c:13]2[n:14][c:15]3[n:16]([cH:17][cH:18][c:19]([NH2:21])[cH:20]3)[cH:22]2)[c:4](-[c:7]2[cH:8][cH:9][cH:10][cH:11][cH:12]2)[n:5][o:6]1.[CH:33]([N:34]([CH2:35][CH3:36])[CH:37]([CH3:38])[CH3:39])([CH3:40])[CH3:41].[O:42]=[CH:43][N:44]([CH3:45])[CH3:46].[n:23]1[cH:24][c:25]([CH2:29][C:30](=[O:31])[OH:32])[cH:26][cH:27][cH:28]1>>[CH3:1][c:2]1[c:3](-[c:13]2[n:14][c:15]3[n:16]([cH:17][cH:18][c:19]([NH:21][C:30]([CH2:29][c:25]4[cH:24][n:23][cH:28][cH:27][cH:26]4)=[O:31])[cH:20]3)[cH:22]2)[c:4](-[c:7]2[cH:8][cH:9][cH:10][cH:11][cH:12]2)[n:5][o:6]1.